From a dataset of the Open Reaction Database (ORD), a public repository of structured organic reaction records. describe an organic reaction: reactants, conditions, products, and yield The reactants are O=C1CCC(=O)N1Cl, Cc1cc(-c2cc(C(F)(F)F)nn2-c2ccc(S(C)(=O)=O)c(F)c2)ccc1OS(=O)(=O)C(F)(F)F, CN(C)C=O, O. Product: Cc1cc(-c2c(Cl)c(C(F)(F)F)nn2-c2ccc(S(C)(=O)=O)c(F)c2)ccc1OS(=O)(=O)C(F)(F)F. RXN SMILES: [Cl:36][N:37]1[C:38](=[O:39])[CH2:40][CH2:41][C:42]1=[O:43].[F:1][C:2]([S:3](=[O:4])(=[O:5])[O:6][c:7]1[c:8]([CH3:33])[cH:9][c:10](-[c:13]2[cH:14][c:15]([C:29]([F:30])([F:31])[F:32])[n:16][n:17]2-[c:18]2[cH:19][c:20]([F:28])[c:21]([S:24](=[O:25])(=[O:26])[CH3:27])[cH:22][cH:23]2)[cH:11][cH:12]1)([F:34])[F:35].[O:45]=[CH:46][N:47]([CH3:48])[CH3:49].[OH2:44]>>[F:1][C:2]([S:3](=[O:4])(=[O:5])[O:6][c:7]1[c:8]([CH3:33])[cH:9][c:10](-[c:13]2[c:14]([Cl:36])[c:15]([C:29]([F:30])([F:31])[F:32])[n:16][n:17]2-[c:18]2[cH:19][c:20]([F:28])[c:21]([S:24](=[O:25])(=[O:26])[CH3:27])[cH:22][cH:23]2)[cH:11][cH:12]1)([F:34])[F:35]. The reactants are C1COCCN1, CCOC(=O)C1=C(C2=CC(=C(C=C2N=C1)OCCOC)Br)NC3=C(C=C(C=C3)C)F. The reagents and catalysts are C(=O)([O-])[O-].[Cs+].[Cs+], C1=CC=C(C=C1)P(C2=CC=CC=C2)C3=C(C4=CC=CC=C4C=C3)C5=C(C=CC6=CC=CC=C65)P(C7=CC=CC=C7)C8=CC=CC=C8, C1=CC=C(C=C1)/C=C/C(=O)/C=C/C2=CC=CC=C2.C1=CC=C(C=C1)/C=C/C(=O)/C=C/C2=CC=CC=C2.C1=CC=C(C=C1)/C=C/C(=O)/C=C/C2=CC=CC=C2.[Pd].[Pd]. Run in C1COCCO1. Conditions: temperature 80 celsius. Yields the product CCOC(=O)C1=C(C2=CC(=C(C=C2N=C1)OCCOC)N3CCOCC3)NC4=C(C=C(C=C4)C)F. The yield is 74.7%. Reported procedure: Reaction reference EN00057-06, EN02095-49, 67, 68, 74, 78, 90  In a 50 mL round-bottomed flask was ethyl 6-bromo-4-(2-fluoro-4-methylphenylamino)-7-(2-methoxyethoxy)quinoline-3-carboxylate (4.6911 g, 9.83 mmol), Morpholine (0.857 mL, 9.83 mmol), TRIS(DIBENZYLIDENEACETONE)DIPALLADIUM(0) (0.720 g, 0.79 mmol), and rac-2,2'-Bis(diphenylphosphino)-1,1'-binaphthyl (1.958 g, 3.14 mmol) in Dioxane (100 mL) to give a orange suspension. The reaction mixture was heated and stirred at 80°C (start 4pm).  Aft... Reactants: NC1=CC=C(C=C1)CN(C(=O)C1CCCC2=CC=C(C=C12)OC)C1=CC=C(C=C1)C(C)C (N-[(4-aminophenyl)methyl]-N-(4-isopropylphenyl)-7-methoxy-1,2,3,4-tetrahydronaphthalene-1-carboxamide), C(C)I (ethyl iodide). The product is C(C)NC1=CC=C(C=C1)CN(C(=O)C1CCCC2=CC=C(C=C12)OC)C1=CC=C(C=C1)C(C)C (N-[(4-ethylaminophenyl)methyl]-N-(4-isopropylphenyl)-7-methoxy-1,2,3,4-tetrahydronaphthalene-1-carboxamide). As a reaction SMILES: [NH2:1][C:2]1[CH:7]=[CH:6][C:5]([CH2:8][N:9]([C:24]2[CH:29]=[CH:28][C:27]([CH:30]([CH3:32])[CH3:31])=[CH:26][CH:25]=2)[C:10]([CH:12]2[C:21]3[C:16](=[CH:17][CH:18]=[C:19]([O:22][CH3:23])[CH:20]=3)[CH2:15][CH2:14][CH2:13]2)=[O:11])=[CH:4][CH:3]=1.[CH2:33](I)[CH3:34]>>[CH2:33]([NH:1][C:2]1[CH:7]=[CH:6][C:5]([CH2:8][N:9]([C:24]2[CH:25]=[CH:26][C:27]([CH:30]([CH3:32])[CH3:31])=[CH:28][CH:29]=2)[C:10]([CH:12]2[C:21]3[C:16](=[CH:17][CH:18]=[C:19]([O:22][CH3:23])[CH:20]=3)[CH2:15][CH2:14][CH2:13]2)=[O:11])=[CH:4][CH:3]=1)[CH3:34]. Procedure: By the reaction and treatment in the same manner as in Example 162 using N-[(4-aminophenyl)methyl]-N-(4-isopropylphenyl)-7-methoxy-1,2,3,4-tetrahydronaphthalene-1-carboxamide (0.33 g) and ethyl iodide (0.07 mL) as starting materials, N-[(4-ethylaminophenyl)methyl]-N-(4-isopropylphenyl)-7-methoxy-1,2,3,4-tetrahydronaphthalene-1-carboxamide (0.29 g) was obtained. The reactants are CN(C)C=O (DMF), BrC=1C=C2C(CC3(CCN(CC3)C(=O)C3=NC4=C(C=CC=C4C(=C3)OC)OC)OC2=CC1)=O (6-bromo-1′-[(4,8-dimethoxyquinolin-2-yl)carbonyl]spiro[chroman-2,4′-piperidin]-4-one). The reagents and catalysts are [C-]#N.[Zn+2].[C-]#N (zinc cyanide), C=1C=CC(=CC1)[P](C=2C=CC=CC2)(C=3C=CC=CC3)[Pd]([P](C=4C=CC=CC4)(C=5C=CC=CC5)C=6C=CC=CC6)([P](C=7C=CC=CC7)(C=8C=CC=CC8)C=9C=CC=CC9)[P](C=1C=CC=CC1)(C=1C=CC=CC1)C=1C=CC=CC1 (Pd(PPh3)4). Solvent: C(C)(=O)OCC (ethyl acetate). Reaction conditions: temperature 80 celsius, time 39 hour. The product is COC1=CC(=NC2=C(C=CC=C12)OC)C(=O)N1CCC2(CC1)OC1=CC=C(C=C1C(C2)=O)C#N (1′-[(4,8-dimethoxyquinolin-2-yl)carbonyl]-4-oxospiro[chroman-2,4′-piperidine]-6-carbonitrile). Reaction SMILES: [CH3:1][N:2](C=O)C.Br[C:7]1[CH:8]=[C:9]2[C:35](=[CH:36][CH:37]=1)[O:34][C:12]1([CH2:17][CH2:16][N:15]([C:18]([C:20]3[CH:29]=[C:28]([O:30][CH3:31])[C:27]4[C:22](=[C:23]([O:32][CH3:33])[CH:24]=[CH:25][CH:26]=4)[N:21]=3)=[O:19])[CH2:14][CH2:13]1)[CH2:11][C:10]2=[O:38]>C(OCC)(=O)C.[C-]#N.[Zn+2].[C-]#N.C1C=CC([P]([Pd]([P](C2C=CC=CC=2)(C2C=CC=CC=2)C2C=CC=CC=2)([P](C2C=CC=CC=2)(C2C=CC=CC=2)C2C=CC=CC=2)[P](C2C=CC=CC=2)(C2C=CC=CC=2)C2C=CC=CC=2)(C2C=CC=CC=2)C2C=CC=CC=2)=CC=1>[CH3:31][O:30][C:28]1[C:27]2[C:22](=[C:23]([O:32][CH3:33])[CH:24]=[CH:25][CH:26]=2)[N:21]=[C:20]([C:18]([N:15]2[CH2:14][CH2:13][C:12]3([CH2:11][C:10](=[O:38])[C:9]4[C:35](=[CH:36][CH:37]=[C:7]([C:1]#[N:2])[CH:8]=4)[O:34]3)[CH2:17][CH2:16]2)=[O:19])[CH:29]=1 |f:3.4.5,^1:53,55,74,93|. Procedure details: 118 mg of zinc cyanide, 69.3 mg of Pd(PPh3)4 and 3 mL of DMF were added to 511 mg of the bromo compound obtained in Example 9, and heated under a nitrogen atmosphere at 80° C., and the reaction mixture was stirred for 39 hours. After cooled, the reaction mixture was diluted with 30 mL of ethyl acetate, washed successively with diluted aqueous ammonia, water and saturated brine, then dried over sodium sulfate, and concentrated. Ethyl ether was added to the resulting residue, and the insoluble sol... Reactants: C(C)OC(=O)C1=C(N(C(=C1Br)C1=CC=C(C=C1)F)C1=CC=C(C=C1)F)CBr (4-bromo-2-bromomethyl-1,5-bis-(4-fluoro-phenyl)-1H-pyrrole-3-carboxylic acid ethyl ester), C(C)OC(CNC(=O)OC(C)(C)C)=O (tert-butoxycarbonylamino-acetic acid ethyl ester). The product is C(C)OC(=O)C1=C(N(C(=C1Br)C1=CC=C(C=C1)F)C1=CC=C(C=C1)F)CN(CC(=O)OCC)C(=O)OC(C)(C)C (4-Bromo-2-[(tert-butoxycarbonyl-ethoxycarbonylmethyl-amino)-methyl]-1,5-bis-(4-fluoro-phenyl)-1H-pyrrole-3-carboxylic acid ethyl ester). RXN SMILES: [CH2:1]([O:3][C:4]([C:6]1[C:10]([Br:11])=[C:9]([C:12]2[CH:17]=[CH:16][C:15]([F:18])=[CH:14][CH:13]=2)[N:8]([C:19]2[CH:24]=[CH:23][C:22]([F:25])=[CH:21][CH:20]=2)[C:7]=1[CH2:26]Br)=[O:5])[CH3:2].[CH2:28]([O:30][C:31](=[O:41])[CH2:32][NH:33][C:34]([O:36][C:37]([CH3:40])([CH3:39])[CH3:38])=[O:35])[CH3:29]>>[CH2:1]([O:3][C:4]([C:6]1[C:10]([Br:11])=[C:9]([C:12]2[CH:17]=[CH:16][C:15]([F:18])=[CH:14][CH:13]=2)[N:8]([C:19]2[CH:20]=[CH:21][C:22]([F:25])=[CH:23][CH:24]=2)[C:7]=1[CH2:26][N:33]([C:34]([O:36][C:37]([CH3:38])([CH3:40])[CH3:39])=[O:35])[CH2:32][C:31]([O:30][CH2:28][CH3:29])=[O:41])=[O:5])[CH3:2]. Procedure: Prepared in analogy to that of Example 1(c) from 4-bromo-2-bromomethyl-1,5-bis-(4-fluoro-phenyl)-1H-pyrrole-3-carboxylic acid ethyl ester and tert-butoxycarbonylamino-acetic acid ethyl ester. The title compound, ESI MS (m/z): 643 (M+Na+). The reactants are COC(=O)C12CCCC1C(=O)N(c1c(C)cccc1C)C2, CO, Cl, [Li+], [OH-], O. Product: Cc1cccc(C)c1N1CC2(C(=O)O)CCCC2C1=O. RXN SMILES: [CH3:1][c:2]1[c:3]([N:9]2[C:10](=[O:21])[CH:11]3[C:12]([C:17](=[O:18])[O:19][CH3:20])([CH2:13]2)[CH2:14][CH2:15][CH2:16]3)[c:4]([CH3:8])[cH:5][cH:6][cH:7]1.[CH3:25][OH:26].[ClH:22].[Li+:24].[OH-:23].[OH2:27]>>[CH3:1][c:2]1[c:3]([N:9]2[C:10](=[O:21])[CH:11]3[C:12]([C:17](=[O:18])[OH:19])([CH2:13]2)[CH2:14][CH2:15][CH2:16]3)[c:4]([CH3:8])[cH:5][cH:6][cH:7]1.